describe an organic reaction: reactants, conditions, products, and yield From a dataset of the Open Reaction Database (ORD), a public repository of structured organic reaction records. Reactants: [Ba+2], CC(=O)C(C)C, CCO, Cc1ccc(C=O)cc1, [OH-], [OH-]. The product is Cc1ccc(C=CC(=O)C(C)C)cc1. As a reaction SMILES: [Ba+2:17].[CH3:10][CH:11]([C:12]([CH3:13])=[O:14])[CH3:15].[CH3:19][CH2:20][OH:21].[CH3:1][c:2]1[cH:3][cH:4][c:5]([CH:6]=[O:7])[cH:8][cH:9]1.[OH-:16].[OH-:18]>>[CH3:1][c:2]1[cH:3][cH:4][c:5]([CH:6]=[CH:13][C:12]([CH:11]([CH3:10])[CH3:15])=[O:14])[cH:8][cH:9]1. The reactants are COc1ccc2c(C3CCN(C(=O)Nc4ccc(OC(C)C)cc4)CC3)ncnc2c1, CCN(C(C)C)C(C)C, [K+], CC(C)Oc1ccc(NC(=O)Oc2ccc([N+](=O)[O-])cc2)cc1, [OH-], O, OCCCN1CCCCC1. Yields the product CC(C)Oc1ccc(NC(=O)N2CCC(c3ncnc4cc(OCCCN5CCCCC5)ccc34)CC2)cc1. As a reaction SMILES: [CH:3]([CH3:4])([CH3:5])[O:6][c:7]1[cH:8][cH:9][c:10]([NH:13][C:14](=[O:15])[N:16]2[CH2:17][CH2:18][CH:19]([c:22]3[n:23][cH:24][n:25][c:26]4[cH:27][c:28]([O:32][CH3:33])[cH:29][cH:30][c:31]34)[CH2:20][CH2:21]2)[cH:11][cH:12]1.[CH:44]([N:45]([CH2:46][CH3:47])[CH:48]([CH3:49])[CH3:50])([CH3:51])[CH3:52].[K+:2].[N+:53]([c:54]1[cH:55][cH:56][c:57]([O:58][C:59](=[O:60])[NH:61][c:62]2[cH:63][cH:64][c:65]([O:66][CH:67]([CH3:68])[CH3:69])[cH:70][cH:71]2)[cH:72][cH:73]1)([O-:74])=[O:75].[OH-:1].[OH2:76].[OH:34][CH2:35][CH2:36][CH2:37][N:38]1[CH2:39][CH2:40][CH2:41][CH2:42][CH2:43]1>>[CH:3]([CH3:4])([CH3:5])[O:6][c:7]1[cH:8][cH:9][c:10]([NH:13][C:14](=[O:15])[N:16]2[CH2:17][CH2:18][CH:19]([c:22]3[n:23][cH:24][n:25][c:26]4[cH:27][c:28]([O:32][CH2:33][CH2:36][CH2:37][N:38]5[CH2:39][CH2:40][CH2:41][CH2:42][CH2:43]5)[cH:29][cH:30][c:31]34)[CH2:20][CH2:21]2)[cH:11][cH:12]1. The reactants are CC(=O)SC1CC(COCCNC(=O)OCc2ccc([N+](=O)[O-])cc2)N(C(=O)OCc2ccc([N+](=O)[O-])cc2)C1, C[O-], CC(=O)O, CO, CCOC(C)=O, [Na+], C1CCOC1. The product is O=C(NCCOCC1CC(S)CN1C(=O)OCc1ccc([N+](=O)[O-])cc1)OCc1ccc([N+](=O)[O-])cc1. As a reaction SMILES: [C:1](=[O:2])([CH3:3])[S:4][CH:5]1[CH2:6][CH:7]([CH2:23][O:24][CH2:25][CH2:26][NH:27][C:28](=[O:29])[O:30][CH2:31][c:32]2[cH:33][cH:34][c:35]([N+:38](=[O:39])[O-:40])[cH:36][cH:37]2)[N:8]([C:10](=[O:11])[O:12][CH2:13][c:14]2[cH:15][cH:16][c:17]([N+:20](=[O:21])[O-:22])[cH:18][cH:19]2)[CH2:9]1.[CH3:41][O-:42].[CH3:44][C:45](=[O:46])[OH:47].[CH3:48][OH:49].[CH3:55][CH2:56][O:57][C:58](=[O:59])[CH3:60].[Na+:43].[O:50]1[CH2:51][CH2:52][CH2:53][CH2:54]1>>[SH:4][CH:5]1[CH2:6][CH:7]([CH2:23][O:24][CH2:25][CH2:26][NH:27][C:28](=[O:29])[O:30][CH2:31][c:32]2[cH:33][cH:34][c:35]([N+:38](=[O:39])[O-:40])[cH:36][cH:37]2)[N:8]([C:10](=[O:11])[O:12][CH2:13][c:14]2[cH:15][cH:16][c:17]([N+:20](=[O:21])[O-:22])[cH:18][cH:19]2)[CH2:9]1. Reactants: C(C)(=O)OC1=CC=C(OC(C(=O)O)C)C=C1 (2-(4-Acetoxyphenoxy)propanoic acid). Reagents/catalysts: Cl (hydrochloric acid). Solvent: C(C)O (ethanol). Yields the product OC1=CC=C(OC(C(=O)O)C)C=C1 (2-(4-hydroxyphenoxy)propanoic acid). Yield: 93.2%. As a reaction SMILES: C([O:4][C:5]1[CH:16]=[CH:15][C:8]([O:9][CH:10]([CH3:14])[C:11]([OH:13])=[O:12])=[CH:7][CH:6]=1)(=O)C>Cl.C(O)C>[OH:4][C:5]1[CH:6]=[CH:7][C:8]([O:9][CH:10]([CH3:14])[C:11]([OH:13])=[O:12])=[CH:15][CH:16]=1. Procedure details: 2-(4-Acetoxyphenoxy)propanoic acid (1.2 g, 5.3 mmol) is hydrolyzed by refluxing ethanol (15 mL) and 2 drops of concentrated hydrochloric acid (36%) for 2 hours. Ethanol is removed under reduced pressure to give 2-(4-hydroxyphenoxy)propanoic acid (0.9 g yield 93%): m.p. 136°-137.5° C., IR (KBr) 3265 (vs), 1707 (vs); 1H NMR (acetone-d6) delta 1.52 (d, J=6.8 Hz, 3H), 4.67 (q, J=6.8 Hz, 1H), 6.75 (M, 4H).